The task is: describe an organic reaction: reactants, conditions, products, and yield. This data is from the Open Reaction Database (ORD), a public repository of structured organic reaction records. Reactants: C(C1=CC=CC=C1)OC([C@@H](NC1C(OC(C1)CCCCCCCC)=O)C)=O (N-(2-oxo-5-octyl-3-tetrahydrofuranyl)-L-alanine benzyl ester). The reagents and catalysts are [Pd] (palladium-charcoal). The solvent is CO (methanol). Run at time 2 hour. Yields the product O=C1OC(CC1N[C@@H](C)C(=O)O)CCCCCCCC (N-(2-oxo-5-octyl-3-tetrahydrofuranyl)-L-alanine). As a reaction SMILES: C([O:8][C:9](=[O:27])[C@H:10]([CH3:26])[NH:11][CH:12]1[CH2:16][CH:15]([CH2:17][CH2:18][CH2:19][CH2:20][CH2:21][CH2:22][CH2:23][CH3:24])[O:14][C:13]1=[O:25])C1C=CC=CC=1>CO.[Pd]>[O:25]=[C:13]1[CH:12]([NH:11][C@H:10]([C:9]([OH:27])=[O:8])[CH3:26])[CH2:16][CH:15]([CH2:17][CH2:18][CH2:19][CH2:20][CH2:21][CH2:22][CH2:23][CH3:24])[O:14]1. Reported procedure: Dissolved in 100 ml of methanol was 3.75 g of Isomer BCD of N-(2-oxo-5-octyl-3-tetrahydrofuranyl)-L-alanine benzyl ester. Thereafer, 0.70 g of 10% palladium-charcoal was added and the reaction mixture was hydrogenated at room temperature and normal pressure for 2 hours. The palladium-charcoal was then filtered off and the filtrate was distilled under reduced pressure to obtain crystals. The crystals were recrystallized from methanol, thereby obtaining 2.41 g of Isomer BCD of N-(2-oxo-5-octyl-3-t... Reactants: CC1=NC=C2N1C1=CC=C(C=C1C=C2)SC=2C=C(C=CC2)C2(CCOCC2)O (4-[3-(1-Methyl-imidazo[1,5-a]quinolin-7-ylsulfanyl)-phenyl]-tetrahydro-pyran-4-ol), FC=1C=C(C=C(C1)SC=1C=C2C=CC=3N(C2=CC1)C(=NC3)C3=CC=CC=C3)C3(CCOCC3)C#N (4-[3-Fluoro-5-(1-phenyl-imidazo[1,5-a]quinolin-7-ylsulfanyl)-phenyl]-tetrahydro-pyran-4-carbonitrile), COC1(CCOCC1)C=1C=C(C=CC1)SC=1C=C2C=CC=3N(C2=CC1)C(=NC3)C (7-[3-(4-Methoxy-tetrahydro-pyran-4-yl)-phenylsulfanyl]-1-methyl-imidazo[1,5-a]quinoline), FC=1C=C(C=C(C1)SC=1C=C2C=CC=3N(C2=CC1)C(=NC3)C3=CC=CC=C3)C3(CCOCC3)C(=O)N (4-[3-Fluoro-5-(1-phenyl-imidazo[1,5-a]quinolin-7-ylsulfanyl)-phenyl]-tetrahydro-pyran-4-carboxylic acid amide), FC=1C=C(C=C(C1)SC=1C=C2C=CC=3N(C2=CC1)C(=NC3)C3=CC=CC=C3)C3(CCOCC3)C(=O)N (4-[3-Fluoro-5-(1-phenyl-imidazo[1,5-a]quinolin-7-ylsulfanyl)-phenyl]-tetrahydro-pyran-4-carboxylic acid amide), CC1=NC=C2N1C1=CC=C(C=C1C=C2)SC=2C=C(C=CC2)C2(CCOCC2)O (4-[3-(1-Methyl-imidazo[1,5-a]quinolin-7-ylsulfanyl)-phenyl]-tetrahydro-pyran-4-ol), COC1(CCOCC1)C=1C=C(C=CC1)SC=1C=C2C=CC=3N(C2=CC1)C(=NC3)C (7-[3-(4-Methoxy-tetrahydro-pyran-4-yl)-phenylsulfanyl]-1-methyl-imidazo[1,5-a]quinoline), FC=1C=C(C=C(C1)SC=1C=C2C=CC=3N(C2=CC1)C(=NC3)C3=CC=CC=C3)C3(CCOCC3)C#N (4-[3-Fluoro-5-(1-phenyl-imidazo[1,5-a]quinolin-7-ylsulfanyl)-phenyl]-tetrahydro-pyran-4-carbonitrile). Product: FC=1C=C(C=C(C1)SC=1C=C2C=CC=3N(C2=CC1)C(=NC3)C)C3(CCOCC3)C#N (4-[3-Fluoro-5-(1-methyl-imidazo[1,5-a]quinolin-7-ylsulfanyl)-phenyl]-tetrahydro-pyran-4-carbonitrile). RXN SMILES: CC1N2C3C(C=CC2=CN=1)=CC(SC1C=C(C2(O)CCOCC2)C=CC=1)=CC=3.COC1(C2C=C(SC3C=C4C(=CC=3)N3C(C)=NC=C3C=C4)C=CC=2)CCOCC1.[F:58][C:59]1[CH:60]=[C:61]([C:85]2([C:91]#[N:92])[CH2:90][CH2:89][O:88][CH2:87][CH2:86]2)[CH:62]=[C:63]([S:65][C:66]2[CH:67]=[C:68]3[C:73](=[CH:74][CH:75]=2)[N:72]2[C:76]([C:79]4C=CC=CC=4)=[N:77][CH:78]=[C:71]2[CH:70]=[CH:69]3)[CH:64]=1.FC1C=C(C2(C(N)=O)CCOCC2)C=C(SC2C=C3C(=CC=2)N2C(C4C=CC=CC=4)=NC=C2C=C3)C=1>>[F:58][C:59]1[CH:60]=[C:61]([C:85]2([C:91]#[N:92])[CH2:90][CH2:89][O:88][CH2:87][CH2:86]2)[CH:62]=[C:63]([S:65][C:66]2[CH:67]=[C:68]3[C:73](=[CH:74][CH:75]=2)[N:72]2[C:76]([CH3:79])=[N:77][CH:78]=[C:71]2[CH:70]=[CH:69]3)[CH:64]=1. Procedure details: 4-[3-(1-Methyl-imidazo[1,5-a]quinolin-7-ylsulfanyl)-phenyl]-tetrahydro-pyran-4-ol (Compound 4-2); 7-[3-(4-Methoxy-tetrahydro-pyran-4-yl)-phenylsulfanyl]-1-methyl-imidazo[1,5-a]quinoline (Compound 4-3); 4-[3-Fluoro-5-(1-phenyl-imidazo[1,5-a]quinolin-7-ylsulfanyl)-phenyl]-tetrahydro-pyran-4-carbonitrile (Compound 4-4); 4-[3-Fluoro-5-(1-phenyl-imidazo[1,5-a]quinolin-7-ylsulfanyl)-phenyl]-tetrahydro-pyran-4-carboxylic acid amide (Compound 4-5). Reactants: CN(C)c1ccncc1, O=Cc1ccc(-c2ccc(OCCCCCCCCO)cc2)cc1, C(=NC1CCCCC1)=NC1CCCCC1, ClCCl, C=CC(=O)O. Yields the product C=CC(=O)OCCCCCCCCOc1ccc(-c2ccc(C=O)cc2)cc1. Reaction SMILES: [CH3:45][N:46]([CH3:47])[c:48]1[cH:49][cH:50][n:51][cH:52][cH:53]1.[CH:16](=[O:17])[c:18]1[cH:19][cH:20][c:21](-[c:24]2[cH:25][cH:26][c:27]([O:30][CH2:31][CH2:32][CH2:33][CH2:34][CH2:35][CH2:36][CH2:37][CH2:38][OH:39])[cH:28][cH:29]2)[cH:22][cH:23]1.[CH:1]1([N:2]=[C:3]=[N:4][CH:5]2[CH2:6][CH2:7][CH2:8][CH2:9][CH2:10]2)[CH2:11][CH2:12][CH2:13][CH2:14][CH2:15]1.[Cl:54][CH2:55][Cl:56].[OH:40][C:41](=[O:42])[CH:43]=[CH2:44]>>[CH:16](=[O:17])[c:18]1[cH:19][cH:20][c:21](-[c:24]2[cH:25][cH:26][c:27]([O:30][CH2:31][CH2:32][CH2:33][CH2:34][CH2:35][CH2:36][CH2:37][CH2:38][O:39][C:41](=[O:40])[CH:43]=[CH2:44])[cH:28][cH:29]2)[cH:22][cH:23]1. Starting materials: NC1=CC=CC2=CC(=CC=C12)O (1-amino-6-naphthol), N[C@@H](CCC(OC(C)(C)C)=O)C(=O)OC (H-Glu(OtBu)-OCH3), N1=CC=CC=C1 (pyridine), C(=O)(Cl)Cl (phosgene), C1(=CC=CC=C1)C (toluene). The solvent is ClCCl (dichloromethane), ClCCl (dichloromethane). Reaction conditions: temperature 0 celsius, time 2 hour. Yields the product COC([C@H](CCC(=O)OC(C)(C)C)NC(=O)NC1=CC=CC2=CC(=CC=C12)O)=O ((S)-2-[3-(6-Hydroxy-naphthalen-1-yl)-ureido]-pentanedioic acid 5-tert-butyl ester 1-methyl ester). Yield: 88.0%. Reaction SMILES: [NH2:1][C@H:2]([C:12]([O:14][CH3:15])=[O:13])[CH2:3][CH2:4][C:5](=[O:11])[O:6][C:7]([CH3:10])([CH3:9])[CH3:8].N1C=CC=CC=1.[C:22](Cl)(Cl)=[O:23].C1(C)C=CC=CC=1.[NH2:33][C:34]1[C:43]2[C:38](=[CH:39][C:40]([OH:44])=[CH:41][CH:42]=2)[CH:37]=[CH:36][CH:35]=1>ClCCl>[CH3:15][O:14][C:12](=[O:13])[C@@H:2]([NH:1][C:22]([NH:33][C:34]1[C:43]2[C:38](=[CH:39][C:40]([OH:44])=[CH:41][CH:42]=2)[CH:37]=[CH:36][CH:35]=1)=[O:23])[CH2:3][CH2:4][C:5]([O:6][C:7]([CH3:9])([CH3:10])[CH3:8])=[O:11]. Procedure details: To H-Glu(OtBu)-OCH3 (2.0 mmol, 0.50 g) in dichloromethane (25 mL) at 0° C. was added pyridine (8 mmol, 0.66 mL) then followed by dropwise addition of phosgene in toluene (3.0 mmol, 1.60 mL, 1.92 M). After stirring at 0° C. for 2 hours, 1-amino-6-naphthol (2.0 mmol, 0.32 g) was added in dichloromethane. After stirring at room temperature for 12 hours, the reaction mixture was evaporated to dryness and purified on silica gel (1:19, methanol/dichloromethane) to provide product as a light brown soli... Reactants: C1(CC1)C#CC1(C2=C(NC(O1)=O)C=CC(=C2)O)C(F)(F)F (4-cyclopropylethynyl-6-hydroxy-4-trifluoromethyl-1,4-dihydro-benzo[d][1,3]oxazin-2-one), C([O-])([O-])=O.[K+].[K+] (potassium carbonate), BrCCCC(=O)OCC (ethyl 4-bromobutyrate). Reagents/catalysts: C1COCCOCCOCCOCCOCCO1 (18-crown-6). The solvent is CC(=O)C (acetone). Reaction conditions: temperature 56 celsius, time 3 hour. Product: C(C)OC(CCCOC1=CC2=C(NC(OC2(C(F)(F)F)C#CC2CC2)=O)C=C1)=O (4-(4-cyclopropylethynyl-2-oxo-4-trifluoromethyl-1,4-dihydro-2H-benzo[d][1,3]oxazin-6-yloxy)-butyric Acid Ethyl Ester). The yield is 39.3%. Reaction SMILES: [CH:1]1([C:4]#[C:5][C:6]2([C:18]([F:21])([F:20])[F:19])[O:11][C:10](=[O:12])[NH:9][C:8]3[CH:13]=[CH:14][C:15]([OH:17])=[CH:16][C:7]2=3)[CH2:3][CH2:2]1.C(=O)([O-])[O-].[K+].[K+].Br[CH2:29][CH2:30][CH2:31][C:32]([O:34][CH2:35][CH3:36])=[O:33]>C1OCCOCCOCCOCCOCCOC1.CC(C)=O>[CH2:35]([O:34][C:32](=[O:33])[CH2:31][CH2:30][CH2:29][O:17][C:15]1[CH:14]=[CH:13][C:8]2[NH:9][C:10](=[O:12])[O:11][C:6]([C:5]#[C:4][CH:1]3[CH2:3][CH2:2]3)([C:18]([F:20])([F:21])[F:19])[C:7]=2[CH:16]=1)[CH3:36] |f:1.2.3|. Procedure details: To 120 mg (0.40 mmol) of 9 were added 12 mL of anhydrous acetone, 120 mg (0.86 mmol) of anhydrous potassium carbonate, 2 mg of 18-crown-6 and 40 μL (0.28 mmol) of ethyl 4-bromobutyrate. The reaction mixture was allowed to stir at 56° C. for 3 hours and was concentrated under reduced pressure. To the residue 20 mL of water were added followed by 1 mL of 1N HCl. The aqueous layer was extracted with 4×20 mL of dichloromethane. The organic layers were combined, dried (Na2SO4), and concentrated under... The reactants are O=C([O-])O, COC(=O)c1ccc2c(N=CC(O)(CC(C)(C)c3cccc(F)c3OC)C(F)(F)F)cccc2n1, [Cl-], [Cl-], [Cl-], [Cl-], ClCCl, [Na+], [Ti+4]. The product is COC(=O)c1ccc2c(NC3c4ccc(F)c(OC)c4C(C)(C)CC3(O)C(F)(F)F)cccc2n1. RXN SMILES: [C:36](=[O:37])([OH:38])[O-:39].[CH3:1][O:2][C:3](=[O:4])[c:5]1[n:6][c:7]2[cH:8][cH:9][cH:10][c:11]([N:15]=[CH:16][C:17]([CH2:18][C:19]([CH3:20])([CH3:21])[c:22]3[c:23]([O:29][CH3:30])[c:24]([F:28])[cH:25][cH:26][cH:27]3)([C:31]([F:32])([F:33])[F:34])[OH:35])[c:12]2[cH:13][cH:14]1.[Cl-:44].[Cl-:45].[Cl-:46].[Cl-:47].[Cl:41][CH2:42][Cl:43].[Na+:40].[Ti+4:48]>>[CH3:1][O:2][C:3](=[O:4])[c:5]1[n:6][c:7]2[cH:8][cH:9][cH:10][c:11]([NH:15][CH:16]3[C:17]([C:31]([F:32])([F:33])[F:34])([OH:35])[CH2:18][C:19]([CH3:20])([CH3:21])[c:22]4[c:23]([O:29][CH3:30])[c:24]([F:28])[cH:25][cH:26][c:27]43)[c:12]2[cH:13][cH:14]1. Reactants: CCOC(C)=O, O=[N+]([O-])c1cc(-c2ccc(OC3CCCCO3)cc2)cc2nn(C3CCCCO3)cc12. Yields the product Nc1cc(-c2ccc(OC3CCCCO3)cc2)cc2nn(C3CCCCO3)cc12. Reaction SMILES: [CH3:32][CH2:33][O:34][C:35](=[O:36])[CH3:37].[N+:1]([O-:2])(=[O:3])[c:4]1[c:5]2[cH:6][n:7]([CH:26]3[O:27][CH2:28][CH2:29][CH2:30][CH2:31]3)[n:8][c:9]2[cH:10][c:11](-[c:13]2[cH:14][cH:15][c:16]([O:19][CH:20]3[O:21][CH2:22][CH2:23][CH2:24][CH2:25]3)[cH:17][cH:18]2)[cH:12]1>>[NH2:1][c:4]1[c:5]2[cH:6][n:7]([CH:26]3[O:27][CH2:28][CH2:29][CH2:30][CH2:31]3)[n:8][c:9]2[cH:10][c:11](-[c:13]2[cH:14][cH:15][c:16]([O:19][CH:20]3[O:21][CH2:22][CH2:23][CH2:24][CH2:25]3)[cH:17][cH:18]2)[cH:12]1.